Dataset: the Open Reaction Database (ORD), a public repository of structured organic reaction records. Task: describe an organic reaction: reactants, conditions, products, and yield Starting materials: ClC1=CC=C(C=C1)SCCCCCCC1=C2C(C(=O)NC2=O)=CC=C1 (6-(4-Chloro-phenylsulfanyl)-hexylphthalimide), O.NN (hydrazine hydrate), CCO (EtOH). Solvent: C1CCOC1 (THF). The product is ClC1=CC=C(C=C1)SCCCCCCN (6-(4-Chlorophenylsulfanyl)-hexylamine). RXN SMILES: [Cl:1][C:2]1[CH:7]=[CH:6][C:5]([S:8][CH2:9][CH2:10][CH2:11][CH2:12][CH2:13][CH2:14]C2C=CC=C3C(NC(=O)C=23)=O)=[CH:4][CH:3]=1.O.[NH2:27]N.CCO>C1COCC1>[Cl:1][C:2]1[CH:3]=[CH:4][C:5]([S:8][CH2:9][CH2:10][CH2:11][CH2:12][CH2:13][CH2:14][NH2:27])=[CH:6][CH:7]=1 |f:1.2|. Procedure: 2-[6-(4-Chloro-phenylsulfanyl)-hexylphthalimide (7.47 g, 20 mmol) and hydrazine hydrate (6.1 ml, 100 mmol) were dissolved in THF (50 mL) and EtOH (50 mL) and stirred under reflux for 17 h. The solvent was removed under reduced pressure, the residue was suspended in THF (100 mL) and the precipitate was filtered off, washed with THF (1×50 mL) and the filtrate was concentrated under reduced pressure. The residue was resuspended in THF (25 mL), the precipitate was filtered off and the filtrate was c... Reactants: OC=1C(NN=C(C1)CCC1=CC=CC=C1)=O (4-hydroxy-6-(2-phenylethyl)pyridazin-3(2H)-one), C(C1=CC=CC=C1)OC=1N=NC(=CC1OCC1=CC=CC=C1)C#CC1=CC=C(C=C1)Cl (3,4-bis(benzyloxy)-6-((4-chlorophenyl)ethynyl)pyridazine), C(C1=CC=CC=C1)OC=1N=NC(=CC1OCC1=CC=CC=C1)C#CC1=CC=C(C=C1)Cl (3,4-bis(benzyloxy)-6-((4-chlorophenyl)ethynyl)pyridazine). Solvent: O1CCCC1 (tetrahydrofuran). Product: ClC1=CC=C(C=C1)CCC=1C=C(C(NN1)=O)O (6-[2-(4-Chlorophenyl)ethyl]-4-hydroxypyridazin-3(2H)-one). RXN SMILES: OC1C(=O)NN=C(CCC2C=CC=CC=2)C=1.C([O:24][C:25]1[N:26]=[N:27][C:28]([C:39]#[C:40][C:41]2[CH:46]=[CH:45][C:44]([Cl:47])=[CH:43][CH:42]=2)=[CH:29][C:30]=1[O:31]CC1C=CC=CC=1)C1C=CC=CC=1>O1CCCC1>[Cl:47][C:44]1[CH:45]=[CH:46][C:41]([CH2:40][CH2:39][C:28]2[CH:29]=[C:30]([OH:31])[C:25](=[O:24])[NH:26][N:27]=2)=[CH:42][CH:43]=1. Reported procedure: Prepared by the same method as for 4-hydroxy-6-(2-phenylethyl)pyridazin-3(2H)-one (Example 1) from 3,4-bis(benzyloxy)-6-((4-chlorophenyl)ethynyl)pyridazine (Intermediate 34) except that the solvent used for the hydrogenation was tetrahydrofuran and the final compound was recrystallised from a mixture of ethyl acetate and heptane. Reactants: BrCC(=O)C1=CC=C(C=C1)C(F)(F)F (2-bromo-1-(4-(trifluoromethyl)phenyl)ethanone), C(#N)CC(=S)N (2-cyanothioacetamide). The product is FC(C1=CC=C(C=C1)C=1N=C(SC1)CC#N)(F)F (2-(4-(4-(Trifluoromethyl)phenyl)thiazol-2-yl)acetonitrile). Isolated yield 48.0%. As a reaction SMILES: Br[CH2:2][C:3]([C:5]1[CH:10]=[CH:9][C:8]([C:11]([F:14])([F:13])[F:12])=[CH:7][CH:6]=1)=O.[C:15]([CH2:17][C:18]([NH2:20])=[S:19])#[N:16]>>[F:12][C:11]([F:14])([F:13])[C:8]1[CH:9]=[CH:10][C:5]([C:3]2[N:20]=[C:18]([CH2:17][C:15]#[N:16])[S:19][CH:2]=2)=[CH:6][CH:7]=1. Reported procedure: This compound was synthesized from 2-bromo-1-(4-(trifluoromethyl)phenyl)ethanone and 2-cyanothioacetamide as described in example 1 step 1 (2.4 g, 48% yield), and it was carried through without further purification. MS (ESI) m/z: Calculated for C12H7F3N2S: 268.03. found: 269.0 (M+H)+. The reactants are ClCC#N (chloroacetonitrile), C(C)OCC (diethyl ether), Cl (hydrochloric acid), FC1=C(C=CC=C1)C(N1C=CC=C1)C1=CC=CC=C1 (1-[(2-fluorophenyl)phenylmethyl]pyrrole), C(C)OCC (ethyl ether). Reagents/catalysts: [Cl-].[Cl-].[Zn+2] (ZnCl2). Conditions: temperature 95 celsius, time 6 hour. The product is ClCC(=O)C=1N(C=CC1)C(C1=CC=CC=C1)C1=C(C=CC=C1)F (1-[(2-Fluorophenyl)phenylmethyl]pyrrol-2-yl chloromethyl ketone). As a reaction SMILES: [Cl:1][CH2:2][C:3]#N.Cl.[F:6][C:7]1[CH:12]=[CH:11][CH:10]=[CH:9][C:8]=1[CH:13]([C:19]1[CH:24]=[CH:23][CH:22]=[CH:21][CH:20]=1)[N:14]1[CH:18]=[CH:17][CH:16]=[CH:15]1.C([O:27]CC)C>[Cl-].[Cl-].[Zn+2]>[Cl:1][CH2:2][C:3]([C:15]1[N:14]([CH:13]([C:8]2[CH:9]=[CH:10][CH:11]=[CH:12][C:7]=2[F:6])[C:19]2[CH:24]=[CH:23][CH:22]=[CH:21][CH:20]=2)[CH:18]=[CH:17][CH:16]=1)=[O:27] |f:4.5.6|. Procedure: A cooled mixture of chloroacetonitrile (11.3 g) and ZnCl2 (10.2 g) in 10 ml of diethyl ether was saturated with gaseous hydrochloric acid. A solution of 1-[(2-fluorophenyl)phenylmethyl]pyrrole (18.8 g) in 200 ml of ethyl ether was added and this was stirred for 6 hours. The resulting solid was collected, added to water and heated at 95° C. for 2 hours. This was then cooled and extracted with ethyl ether and the organics were dried (saturated NaCl, MgSO4) and concentrated to give 20.4 g of a yell... Reactants: cis- and trans-4-methoxy-cyclohexanol, COC=1C=C(C=CC1)O (3-methoxy-phenol). Run in CO (methanol). Yields the product CO[C@@H]1C[C@H](CCC1)O (trans-3-Methoxy-cyclohexanol). Reaction SMILES: [CH3:1][O:2][C:3]1[CH:4]=[C:5]([OH:9])[CH:6]=[CH:7][CH:8]=1>CO>[CH3:1][O:2][C@H:3]1[CH2:8][CH2:7][CH2:6][C@H:5]([OH:9])[CH2:4]1. Procedure details: A mixture of cis- and trans-4-methoxy-cyclohexanol (7:3) was prepared by hydrogenation of 3-methoxy-phenol in methanol at room temperature in the presence of Nishimuras catalyst. The reactants are COC=1C=C(C(=O)O)C=C(C1OC)OC (3,4,5-trimethoxybenzoic acid), CP(CCCCCCCCCCCC)(C)=O (dimethyl-dodecyl-phosphine oxide), C(=O)(Cl)Cl (phosgene). Product: COC=1C=C(C(=O)Cl)C=C(C1OC)OC (3,4,5-trimethoxy-benzoylchloride). Reported procedure: A mixture of 100 g of 3,4,5-trimethoxybenzoic acid, 150 g of xylene and 0.1 g of dimethyl-dodecyl-phosphine oxide is treated with phosgene at 100°C in the apparatus described for example 1. After a lapse of abt. 1 hour and phosgene consumption of 140 g the absorption of phosgene is terminated. At the end of a two-hours-postreaction a yellow solution of 3,4,5-trimethoxy-benzoylchloride is obtained. The yield in dissolved acid chloride is approx. 106 g, corresponding to 97.5% of the theoretical yi... Reaction SMILES: [CH3:1][O:2][C:3]1[CH:4]=[C:5]([CH:9]=[C:10]([O:14][CH3:15])[C:11]=1[O:12][CH3:13])[C:6](O)=[O:7].CP(=O)(C)CCCCCCCCCCCC.C(Cl)([Cl:34])=O>C1(C)C(C)=CC=CC=1>[CH3:1][O:2][C:3]1[CH:4]=[C:5]([CH:9]=[C:10]([O:14][CH3:15])[C:11]=1[O:12][CH3:13])[C:6]([Cl:34])=[O:7]. The solvent is C=1(C(=CC=CC1)C)C (xylene).